Task: describe an organic reaction: reactants, conditions, products, and yield. Dataset: the Open Reaction Database (ORD), a public repository of structured organic reaction records The reactants are COC(=O)c1c(NC(C)=O)c2cc(-c3ccc(Cl)cc3)c(-c3ccc(Cl)cc3Cl)nc2n(C)c1=O, O=C([O-])[O-], C1CCOC1, CC(C)O, [Cs+], [Cs+]. Yields the product CC(=O)Nc1c(C(=O)OC(C)C)c(=O)n(C)c2nc(-c3ccc(Cl)cc3Cl)c(-c3ccc(Cl)cc3)cc12. RXN SMILES: [C:1]([CH3:2])(=[O:3])[NH:4][c:5]1[c:6]([C:32](=[O:33])[O:34][CH3:35])[c:7](=[O:31])[n:8]([CH3:30])[c:9]2[n:10][c:11](-[c:22]3[c:23]([Cl:29])[cH:24][c:25]([Cl:28])[cH:26][cH:27]3)[c:12](-[c:15]3[cH:16][cH:17][c:18]([Cl:21])[cH:19][cH:20]3)[cH:13][c:14]12.[C:36](=[O:37])([O-:38])[O-:39].[CH2:46]1[O:47][CH2:48][CH2:49][CH2:50]1.[CH:42]([CH3:43])([CH3:44])[OH:45].[Cs+:40].[Cs+:41]>>[C:1]([CH3:2])(=[O:3])[NH:4][c:5]1[c:6]([C:32](=[O:33])[O:45][CH:42]([CH3:43])[CH3:44])[c:7](=[O:31])[n:8]([CH3:30])[c:9]2[n:10][c:11](-[c:22]3[c:23]([Cl:29])[cH:24][c:25]([Cl:28])[cH:26][cH:27]3)[c:12](-[c:15]3[cH:16][cH:17][c:18]([Cl:21])[cH:19][cH:20]3)[cH:13][c:14]12.